Dataset: the Open Reaction Database (ORD), a public repository of structured organic reaction records. Task: describe an organic reaction: reactants, conditions, products, and yield Reactants: N1CCC(CC1)C(=O)NC=1SC2=C(N1)C=CC(=C2)OS(=O)(=O)C2=CC=C(C=C2)F (4-fluorobenzenesulfonic 2-[(piperidine-4-carbonyl)amino]benzo-thiazol-6-yl ester), N1CCC(CC1)C(=O)NC=1SC2=C(N1)C=CC(=C2)OS(=O)(=O)C2=CC=C(C=C2)F (4-fluorobenzenesulfonic 2-[(piperidine-4-carbonyl)amino]benzo-thiazol-6-yl ester), N1=CC(=CC=C1)C=1N=CN(C1)CCCCN (4-(4-pyrid-3-yl-imidazol-1-yl)butylamine), CN1CCCC1=O (NMP). The product is N1CCC(CC1)C(=O)NC=1SC2=C(N1)C=CC(=C2)OS(=O)(=O)C2=CC=C(C=C2)NCC(C)(C)O (4-(2-hydroxy-2-methylpropylamino)benzene-sulfonic acid 2-[(piperidine-4-carbonyl)amino]benzothiazol-6-yl ester). Reaction SMILES: [NH:1]1[CH2:6][CH2:5][CH:4]([C:7]([NH:9][C:10]2[S:11][C:12]3[CH:18]=[C:17]([O:19][S:20]([C:23]4[CH:28]=[CH:27][C:26](F)=[CH:25][CH:24]=4)(=[O:22])=[O:21])[CH:16]=[CH:15][C:13]=3[N:14]=2)=[O:8])[CH2:3][CH2:2]1.[N:30]1C=C[CH:33]=[C:32]([C:36]2N=CN(CCCCN)C=2)[CH:31]=1.CN1C(=[O:52])CCC1>>[NH:1]1[CH2:6][CH2:5][CH:4]([C:7]([NH:9][C:10]2[S:11][C:12]3[CH:18]=[C:17]([O:19][S:20]([C:23]4[CH:28]=[CH:27][C:26]([NH:30][CH2:31][C:32]([OH:52])([CH3:36])[CH3:33])=[CH:25][CH:24]=4)(=[O:22])=[O:21])[CH:16]=[CH:15][C:13]=3[N:14]=2)=[O:8])[CH2:3][CH2:2]1. Procedure: A solution of 4-fluorobenzenesulfonic 2-[(piperidine-4-carbonyl)amino]benzo-thiazol-6-yl ester (intermediate 4) (50 mg, 0.114 mmol) and of 4-(4-pyrid-3-yl-imidazol-1-yl)butylamine (40.93 mg, 0.459 mmol) in 0.5 ml of NMP is heated at 130° C. by microwave for 5 minutes. The crude reaction product is purified by preparative LC/MS (basic medium (pH 9)) to give after freeze-drying 21 mg of 4-(2-hydroxy-2-methylpropylamino)benzenesulfonic 2-(cyclo-propanecarbonylamino)benzothiazol-6-yl ester (pale yel... Starting materials: [OH-].[Na+] (NaOH), COC(CCNC(C1=CC=C(C=C1)C(CC(C)C)OC1=CC(=C(C=C1)C1=CC=C(C=C1)C(C)C)C1OCCCO1)=O)=O (3-{4-[1-(2-[1,3]Dioxan-2-yl-4′-isopropyl-biphenyl-4-yloxy)-3-methyl-butyl]-benzoylamino}-propionic acid methyl ester), Cl (HCl). The solvent is C1CCOC1 (THF). Yields the product COC(CCNC(C1=CC=C(C=C1)C(CC(C)C)OC1=CC(=C(C=C1)C1=CC=C(C=C1)C(C)C)C=O)=O)=O (3-{4-[1-(2-formyl-4′-isopropyl-biphenyl-4-yloxy)-3-methyl-butyl]-benzoylamino}-propionic acid methyl ester), C(=O)C1=C(C=CC(=C1)OC(CC(C)C)C1=CC=C(C(=O)NCCC(=O)O)C=C1)C1=CC=C(C=C1)C(C)C (3-{4-[1-(2-formyl-4′-isopropyl-biphenyl-4-yloxy)-3-methyl-butyl]-benzoylamino}-propionic acid). As a reaction SMILES: [CH3:1][O:2][C:3](=[O:42])[CH2:4][CH2:5][NH:6][C:7](=[O:41])[C:8]1[CH:13]=[CH:12][C:11]([CH:14]([O:19][C:20]2[CH:25]=[CH:24][C:23]([C:26]3[CH:31]=[CH:30][C:29]([CH:32]([CH3:34])[CH3:33])=[CH:28][CH:27]=3)=[C:22]([CH:35]3OCCC[O:36]3)[CH:21]=2)[CH2:15][CH:16]([CH3:18])[CH3:17])=[CH:10][CH:9]=1.Cl.[OH-].[Na+]>C1COCC1>[CH3:1][O:2][C:3](=[O:42])[CH2:4][CH2:5][NH:6][C:7](=[O:41])[C:8]1[CH:13]=[CH:12][C:11]([CH:14]([O:19][C:20]2[CH:25]=[CH:24][C:23]([C:26]3[CH:31]=[CH:30][C:29]([CH:32]([CH3:33])[CH3:34])=[CH:28][CH:27]=3)=[C:22]([CH:35]=[O:36])[CH:21]=2)[CH2:15][CH:16]([CH3:18])[CH3:17])=[CH:10][CH:9]=1.[CH:35]([C:22]1[CH:21]=[C:20]([O:19][CH:14]([C:11]2[CH:12]=[CH:13][C:8]([C:7]([NH:6][CH2:5][CH2:4][C:3]([OH:42])=[O:2])=[O:41])=[CH:9][CH:10]=2)[CH2:15][CH:16]([CH3:17])[CH3:18])[CH:25]=[CH:24][C:23]=1[C:26]1[CH:31]=[CH:30][C:29]([CH:32]([CH3:34])[CH3:33])=[CH:28][CH:27]=1)=[O:36] |f:2.3|. Procedure details: 3-{4-[1-(2-[1,3]Dioxan-2-yl-4′-isopropyl-biphenyl-4-yloxy)-3-methyl-butyl]-benzoylamino}-propionic acid methyl ester (570 mg) is taken into THF (10 ml), treated with 5N HCl for 5 h, neutralfied with 5N NaOH, extracted with ethyl acetate, dried over MgSO4 and concentrated. The residue is purified by column chromatography to afford 3-{4-[1-(2-formyl-4′-isopropyl-biphenyl-4-yloxy)-3-methyl-butyl]-benzoylamino}-propionic acid methyl ester (36 mg) and 3-{4-[1-(2-formyl-4′-isopropyl-biphenyl-4-yloxy)-...